describe an organic reaction: reactants, conditions, products, and yield From a dataset of the Open Reaction Database (ORD), a public repository of structured organic reaction records. The reactants are C1CCOC1, O=C1NC(=O)c2ccccc21, c1ccc(P(c2ccccc2)c2ccccc2)cc1. The product is O=C1c2ccccc2C(=O)N1CC1CO1. Reaction SMILES: [CH2:31]1[CH2:32][CH2:33][CH2:34][O:35]1.[O:1]=[C:2]1[NH:3][C:4](=[O:5])[c:6]2[cH:7][cH:8][cH:9][cH:10][c:11]21.[c:12]1([P:13]([c:14]2[cH:15][cH:16][cH:17][cH:18][cH:19]2)[c:20]2[cH:21][cH:22][cH:23][cH:24][cH:25]2)[cH:26][cH:27][cH:28][cH:29][cH:30]1>>[O:1]=[C:2]1[N:3]([CH2:33][CH:34]2[CH2:31][O:35]2)[C:4](=[O:5])[c:6]2[cH:7][cH:8][cH:9][cH:10][c:11]21. Starting materials: BrCC1=CC2=C(N=C(O2)C2=CC=CC=C2)C=C1 (6-bromomethyl-2-phenylbenzoxazole), [C-]#N.[Na+] (sodium cyanide). Solvent: CN(C=O)C (dimethylformamide). Product: C1(=CC=CC=C1)C=1OC2=C(N1)C=CC(=C2)CC#N (2-phenyl-6-benzoxazolylacetonitrile). As a reaction SMILES: Br[CH2:2][C:3]1[CH:17]=[CH:16][C:6]2[N:7]=[C:8]([C:10]3[CH:15]=[CH:14][CH:13]=[CH:12][CH:11]=3)[O:9][C:5]=2[CH:4]=1.[C-:18]#[N:19].[Na+]>CN(C)C=O>[C:10]1([C:8]2[O:9][C:5]3[CH:4]=[C:3]([CH2:2][C:18]#[N:19])[CH:17]=[CH:16][C:6]=3[N:7]=2)[CH:15]=[CH:14][CH:13]=[CH:12][CH:11]=1 |f:1.2|. Procedure: A mixture of 6-bromomethyl-2-phenylbenzoxazole (40 gm) and sodium cyanide (7.4 gm) in dry dimethylformamide (800 ml) was heated on a steam bath for 3 hr. The mixture was filtered and the filtrate was evaporated to dryness. The solid was recrystallised to give 2-phenyl-6-benzoxazolylacetonitrile as white crystals, m.p. 144°C.